This data is from the Open Reaction Database (ORD), a public repository of structured organic reaction records. The task is: describe an organic reaction: reactants, conditions, products, and yield The reactants are Example 82 ( a ), aqueous solution, O.[OH-].[Li+] (lithium hydroxide monohydrate), C(=O)=O (dry ice), OC(C)(C)C=1N=C(N(C1C(=O)OC)CC1=CC=C(C=C1)C1=C(C=CC=C1)C1=NN=NN1C(C1=CC=CC=C1)(C1=CC=CC=C1)C1=CC=CC=C1)COC (methyl 4-(1-hydroxy-1-methylethyl)-2-methoxymethyl-1-{4-[2-(trityltetrazol-5-yl)phenyl]phenyl}methylimidazole-5-carboxylate). Solvent: O1CCOCC1 (dioxane). Run at time 16 hour. Yields the product OC(C)(C)C=1NC(N(C1C(=O)[O-])CC1=CC=C(C=C1)C1=C(C=CC=C1)C1=NN=NN1C(C1=CC=CC=C1)(C1=CC=CC=C1)C1=CC=CC=C1)(OC)C.[Li+] (lithium 4-(1-hydroxy-1-methylethyl)-2-methoxy-methyl-1-{4-[2-(trityltetrazol-5-yl)phenyl]phenyl}methylimidazole-5-carboxylate). Reaction SMILES: O.[OH-].[Li+:3].[OH:4][C:5]([C:8]1[N:9]=[C:10]([CH2:54]OC)[N:11]([CH2:17][C:18]2[CH:23]=[CH:22][C:21]([C:24]3[CH:29]=[CH:28][CH:27]=[CH:26][C:25]=3[C:30]3[N:34]([C:35]([C:48]4[CH:53]=[CH:52][CH:51]=[CH:50][CH:49]=4)([C:42]4[CH:47]=[CH:46][CH:45]=[CH:44][CH:43]=4)[C:36]4[CH:41]=[CH:40][CH:39]=[CH:38][CH:37]=4)[N:33]=[N:32][N:31]=3)=[CH:20][CH:19]=2)[C:12]=1[C:13]([O:15]C)=[O:14])([CH3:7])[CH3:6].[C:57](=O)=[O:58]>O1CCOCC1>[OH:4][C:5]([C:8]1[NH:9][C:10]([CH3:54])([O:58][CH3:57])[N:11]([CH2:17][C:18]2[CH:23]=[CH:22][C:21]([C:24]3[CH:29]=[CH:28][CH:27]=[CH:26][C:25]=3[C:30]3[N:34]([C:35]([C:48]4[CH:49]=[CH:50][CH:51]=[CH:52][CH:53]=4)([C:36]4[CH:37]=[CH:38][CH:39]=[CH:40][CH:41]=4)[C:42]4[CH:47]=[CH:46][CH:45]=[CH:44][CH:43]=4)[N:33]=[N:32][N:31]=3)=[CH:20][CH:19]=2)[C:12]=1[C:13]([O-:15])=[O:14])([CH3:6])[CH3:7].[Li+:3] |f:0.1.2,6.7|. Reported procedure: 15 ml of an aqueous solution containing 243 mg of lithium hydroxide monohydrate were added, whilst ice-cooling, to a solution of 2.72 g of methyl 4-(1-hydroxy-1-methylethyl)-2-methoxymethyl-1-{4-[2-(trityltetrazol-5-yl)phenyl]phenyl}methylimidazole-5-carboxylate [prepared as described in Example 82 (a)] in 33 ml of dioxane, and the resulting mixture was stirred at 5°-10° C. for 16 hours. At the end of this time, a small piece of dry ice was added to the reaction solution, and the reaction soluti... Starting materials: O=Cc1ncccc1Br, O=C([O-])[O-], C1CCOC1, COCCOC, OB(O)c1cc(F)cc(F)c1, [Na+], [Na+], c1ccc(P(c2ccccc2)(c2ccccc2)[Pd](P(c2ccccc2)(c2ccccc2)c2ccccc2)(P(c2ccccc2)(c2ccccc2)c2ccccc2)P(c2ccccc2)(c2ccccc2)c2ccccc2)cc1. The product is O=Cc1ncccc1-c1cc(F)cc(F)c1. RXN SMILES: [Br:1][c:2]1[c:3]([CH:8]=[O:9])[n:4][cH:5][cH:6][cH:7]1.[C:15](=[O:16])([O-:17])[O-:18].[CH2:10]1[O:11][CH2:12][CH2:13][CH2:14]1.[CH3:32][O:33][CH2:34][CH2:35][O:36][CH3:37].[F:21][c:22]1[cH:23][c:24]([B:29]([OH:30])[OH:31])[cH:25][c:26]([F:28])[cH:27]1.[Na+:19].[Na+:20].[cH:38]1[cH:39][cH:40][c:41]([P:42]([Pd:43]([P:44]([c:45]2[cH:46][cH:47][cH:48][cH:49][cH:50]2)([c:51]2[cH:52][cH:53][cH:54][cH:55][cH:56]2)[c:57]2[cH:58][cH:59][cH:60][cH:61][cH:62]2)([P:63]([c:64]2[cH:65][cH:66][cH:67][cH:68][cH:69]2)([c:70]2[cH:71][cH:72][cH:73][cH:74][cH:75]2)[c:76]2[cH:77][cH:78][cH:79][cH:80][cH:81]2)[P:82]([c:83]2[cH:84][cH:85][cH:86][cH:87][cH:88]2)([c:89]2[cH:90][cH:91][cH:92][cH:93][cH:94]2)[c:95]2[cH:96][cH:97][cH:98][cH:99][cH:100]2)([c:101]2[cH:102][cH:103][cH:104][cH:105][cH:106]2)[c:107]2[cH:108][cH:109][cH:110][cH:111][cH:112]2)[cH:113][cH:114]1>>[c:2]1(-[c:24]2[cH:23][c:22]([F:21])[cH:27][c:26]([F:28])[cH:25]2)[c:3]([CH:8]=[O:9])[n:4][cH:5][cH:6][cH:7]1. RXN SMILES: [Br:1][c:2]1[cH:3][c:4](-[c:8]2[s:9][c:10]([CH3:13])[cH:11][cH:12]2)[cH:5][cH:6][cH:7]1.[CH2:14]([Li:15])[CH2:16][CH2:17][CH3:18].[CH2:19]1[CH2:20][CH2:21][CH2:22][CH2:23][CH2:24]1.[CH2:25]([c:26]1[cH:27][cH:28][cH:29][cH:30][cH:31]1)[O:32][c:33]1[c:34]([CH2:44][CH:45]=[O:46])[cH:35][c:36]([Cl:43])[c:37]2[cH:38][cH:39][cH:40][n:41][c:42]12.[O:47]1[CH2:48][CH2:49][CH2:50][CH2:51]1>>[c:2]1([CH:45]([CH2:44][c:34]2[c:33]([O:32][CH2:25][c:26]3[cH:27][cH:28][cH:29][cH:30][cH:31]3)[c:42]3[c:37]([c:36]([Cl:43])[cH:35]2)[cH:38][cH:39][cH:40][n:41]3)[OH:46])[cH:3][c:4](-[c:8]2[s:9][c:10]([CH3:13])[cH:11][cH:12]2)[cH:5][cH:6][cH:7]1. Starting materials: Cc1ccc(-c2cccc(Br)c2)s1, [Li]CCCC, C1CCCCC1, O=CCc1cc(Cl)c2cccnc2c1OCc1ccccc1, C1CCOC1. The product is Cc1ccc(-c2cccc(C(O)Cc3cc(Cl)c4cccnc4c3OCc3ccccc3)c2)s1.